This data is from the Open Reaction Database (ORD), a public repository of structured organic reaction records. The task is: describe an organic reaction: reactants, conditions, products, and yield The reactants are C(#N)C1=CC=C(C=C1)C=1N=C(SC1)C(C(CN1N=CN=C1)(O)C1=C(C=C(C=C1)F)F)C (racemic 3-[4-(4-cyanophenyl)thiazol-2-yl]-1-(1H-1,2,4-triazol-1-yl)-2-(2,4-difluorophenyl)-butan-2-ol), [C@@]12(C(=O)CC(CC1)C2(C)C)CS(=O)(=O)O ((1R)-10-camphorsulfonic acid). Run in CC(=O)C (acetone), CO (methanol). Reaction conditions: time 8 hour. The product is [C@@]12(C(=O)CC(CC1)C2(C)C)CS(=O)(=O)O[C@](CN2N=CN=C2)([C@@H](C)C=2SC=C(N2)C2=CC=C(C=C2)C#N)C2=C(C=C(C=C2)F)F ((2R,3R)-3-[4-(4-cyanophenyl)thiazol-2-yl]-1-(1H-1,2,4-triazol-1-yl)-2-(2,4-difluorophenyl)-butan-2-ol (1R)-10-camphorsulfonate). As a reaction SMILES: [C:1]([C:3]1[CH:8]=[CH:7][C:6]([C:9]2[N:10]=[C:11]([CH:14]([CH3:31])[C:15]([C:23]3[CH:28]=[CH:27][C:26]([F:29])=[CH:25][C:24]=3[F:30])([OH:22])[CH2:16][N:17]3[CH:21]=[N:20][CH:19]=[N:18]3)[S:12][CH:13]=2)=[CH:5][CH:4]=1)#[N:2].[C@@:32]12([CH2:42][S:43](O)(=[O:45])=[O:44])[C:39]([CH3:41])([CH3:40])[CH:36]([CH2:37][CH2:38]1)[CH2:35][C:33]2=[O:34]>CC(C)=O.CO>[C@@:32]12([CH2:42][S:43]([O:22][C@@:15]([C:23]3[CH:28]=[CH:27][C:26]([F:29])=[CH:25][C:24]=3[F:30])([C@H:14]([C:11]3[S:12][CH:13]=[C:9]([C:6]4[CH:7]=[CH:8][C:3]([C:1]#[N:2])=[CH:4][CH:5]=4)[N:10]=3)[CH3:31])[CH2:16][N:17]3[CH:21]=[N:20][CH:19]=[N:18]3)(=[O:45])=[O:44])[C:39]([CH3:41])([CH3:40])[CH:36]([CH2:37][CH2:38]1)[CH2:35][C:33]2=[O:34]. Procedure details: To a solution of racemic 3-[4-(4-cyanophenyl)thiazol-2-yl]-1-(1H-1,2,4-triazol-1-yl)-2-(2,4-difluorophenyl)-butan-2-ol (43.7 g) in acetone (800 ml) a solution of (1R)-10-camphorsulfonic acid (23 g) in methanol (300 ml) was added and the mixture was heated under reflux until a clear solution was obtained. The solution was slowly cooled to rt, seeded with crystals of the title enantiomeric salt and let overnight. The solid was collected by filtration, washed with acetone and dried to provide (2R,3... Reactants: C1CCOC1, Cl, CCC(C)(C)Cc1cn(S(=O)(=O)N(C)C)c(CCc2nc(-c3ccc(F)c(F)c3)nn2C)n1. The product is CCC(C)(C)Cc1cnc(CCc2nc(-c3ccc(F)c(F)c3)nn2C)[nH]1. Reaction SMILES: [CH2:34]1[O:35][CH2:36][CH2:37][CH2:38]1.[ClH:39].[F:1][c:2]1[cH:3][c:4](-[c:9]2[n:10][n:11]([CH3:33])[c:12]([CH2:14][CH2:15][c:16]3[n:17]([S:27]([N:28]([CH3:29])[CH3:30])(=[O:31])=[O:32])[cH:18][c:19]([CH2:21][C:22]([CH2:23][CH3:24])([CH3:25])[CH3:26])[n:20]3)[n:13]2)[cH:5][cH:6][c:7]1[F:8]>>[F:1][c:2]1[cH:3][c:4](-[c:9]2[n:10][n:11]([CH3:33])[c:12]([CH2:14][CH2:15][c:16]3[n:17][cH:18][c:19]([CH2:21][C:22]([CH2:23][CH3:24])([CH3:25])[CH3:26])[nH:20]3)[n:13]2)[cH:5][cH:6][c:7]1[F:8]. Starting materials: FC=1C=C(C#N)C=C(C1F)F (3,4,5-trifluoro-benzonitrile), C(C)OC(C1=CC(=CC(=C1)O)O)=O (3,5-dihydroxy-benzoic acid ethyl ester). Product: C(C)OC(C1=CC(=CC(=C1)O)OC1=C(C=C(C=C1F)C#N)F)=O (3-(4-Cyano-2,6-difluoro-phenoxy)-5-hydroxy-benzoic Acid Ethyl Ester). Isolated yield 39.4%. Reaction SMILES: [F:1][C:2]1[CH:3]=[C:4]([CH:7]=[C:8]([F:11])[C:9]=1F)[C:5]#[N:6].[CH2:12]([O:14][C:15](=[O:24])[C:16]1[CH:21]=[C:20]([OH:22])[CH:19]=[C:18]([OH:23])[CH:17]=1)[CH3:13]>>[CH2:12]([O:14][C:15](=[O:24])[C:16]1[CH:21]=[C:20]([OH:22])[CH:19]=[C:18]([O:23][C:9]2[C:8]([F:11])=[CH:7][C:4]([C:5]#[N:6])=[CH:3][C:2]=2[F:1])[CH:17]=1)[CH3:13]. Procedure: Using 1.5 g (9.55 mmol) of 3,4,5-trifluoro-benzonitrile and 3,5-dihydroxy-benzoic acid ethyl ester (1.73 g, 9.55 mmol) and following the procedure of Example 42(a) afforded 1.2 g of the required product. 1H NMR (DMSO-d6): δ 1.28 (3H, t), 4.27 (2H, q), 6.67 (1H, t), 6.92 (1H, s), 7.18 (1H, s), 8.08 (2H, d), 10.20 (1H, brs).